This data is from the Open Reaction Database (ORD), a public repository of structured organic reaction records. The task is: describe an organic reaction: reactants, conditions, products, and yield Reactants: C(C=C)Br (Allyl bromide), C1OC2=C(O1)C=C(C=C2)O (sesamol), C([O-])([O-])=O.[K+].[K+] (potassium carbonate). Run in CC(=O)C (acetone). Product: C1OC=2C=C(C=CC2O1)OCC=C (Allyl 3,4-(methylenedioxy)phenyl ether). Isolated yield 96.2%. RXN SMILES: [CH2:1](Br)[CH:2]=[CH2:3].[CH2:5]1[O:9][C:8]2[CH:10]=[C:11]([OH:14])[CH:12]=[CH:13][C:7]=2[O:6]1.C(=O)([O-])[O-].[K+].[K+]>CC(C)=O>[CH2:5]1[O:6][C:7]2[CH:13]=[CH:12][C:11]([O:14][CH2:3][CH:2]=[CH2:1])=[CH:10][C:8]=2[O:9]1 |f:2.3.4|. Procedure details: Allyl bromide (1.75 g., 14 mmol) was added to a solution of sesamol (2.0 g, 14 mmol) that had been dissolved in 50 ml of dry acetone, followed by addition of powdered potassium carbonate (2.4 g, 17 mmol) and the resulting cloudy solution was refluxed for 18 h. The solution was cooled and the solvent removed in vacuo. The remaining suspension was extracted into ether and the organic layer was washed with water (1×25 ml ), brine solution (1×25 ml ), and dried over MgSO4. Concentration of solvent y... Starting materials: C(C)(C)(C)OC(NC1CC2=CC=C(C=C2C1)NC(=O)C=1C(=CC=CC1)C1=CC=C(C=C1)C(F)(F)F)=O ({5-[(4′-trifluoromethylbiphenyl-2-carbonyl)-amino]-indan-2-yl}-carbamic acid tert-butyl ester), BrC1=C(C(=O)Cl)C=CC=C1 (2-bromo-benzoyl chloride), C1(=CC=CC=C1)S(=O)(=O)NC1CC2=CC=C(C=C2C1)NC(=O)C=1C(=CC=CC1)C1=CC=C(C=C1)C(F)(F)F (4′-trifluoromethyl-biphenyl-2-carboxylic acid (2-benzenesulfonylamino-indan-5-yl)-amide), NC=1C=C2CC(CC2=CC1)NC(C)=O (N-(5-amino-indan-2-yl)-acetamide). Product: C(C)(=O)NC1CC2=CC=C(C=C2C1)NC(C1=C(C=CC=C1)Br)=O (N-(2-Acetylamino-indan-5-yl)-2-bromobenzamide). RXN SMILES: C(OC(=O)NC1CC2C(=CC=C(NC(C3C(C4C=CC(C(F)(F)F)=CC=4)=CC=CC=3)=O)C=2)C1)(C)(C)C.C1(S([NH:46][CH:47]2[CH2:55][C:54]3[C:49](=[CH:50][CH:51]=[C:52]([NH:56][C:57]([C:59]4C(C5C=CC(C(F)(F)F)=CC=5)=CC=CC=4)=[O:58])[CH:53]=3)[CH2:48]2)(=O)=O)C=CC=CC=1.NC1C=C2C(=CC=1)CC(NC(=O)C)C2.[Br:89][C:90]1[CH:98]=[CH:97][CH:96]=[CH:95][C:91]=1[C:92](Cl)=[O:93]>>[C:57]([NH:56][CH:52]1[CH2:53][C:54]2[C:50](=[CH:49][CH:48]=[C:47]([NH:46][C:92](=[O:93])[C:91]3[CH:95]=[CH:96][CH:97]=[CH:98][C:90]=3[Br:89])[CH:55]=2)[CH2:51]1)(=[O:58])[CH3:59]. Reported procedure: The title compound is prepared as described for {5-[(4′-trifluoromethylbiphenyl-2-carbonyl)-amino]-indan-2-yl}-carbamic acid tert-butyl ester (the title E compound of Example 1) using N-(5-amino-indan-2-yl)-acetamide (the title A compound; 1.05 g, 5.50 mmol) and 2-bromo-benzoyl chloride (the title B compound; 1.21 g, 5.50 mmol) to give the product, mp 216-217° C. MS (ES+), m/z 373 (M+H), 375 (M+H).